This data is from the Open Reaction Database (ORD), a public repository of structured organic reaction records. The task is: describe an organic reaction: reactants, conditions, products, and yield Reactants: CC(=O)OC(C)c1ccccc1CS(N)(=O)=O, COc1nc(NC(=O)O)nc(OC)n1, CC#N, Cl, C1CCC2=NCCCN2CC1, O. The product is COc1nc(NC(=O)NS(=O)(=O)Cc2ccccc2C(C)OC(C)=O)nc(OC)n1. As a reaction SMILES: [C:1]([CH3:2])(=[O:3])[O:4][CH:5]([CH3:6])[c:7]1[c:8]([CH2:13][S:14](=[O:15])(=[O:16])[NH2:17])[cH:9][cH:10][cH:11][cH:12]1.[CH3:18][O:19][c:20]1[n:21][c:22]([NH:28][C:29]([OH:30])=[O:31])[n:23][c:24]([O:26][CH3:27])[n:25]1.[CH3:44][C:45]#[N:46].[ClH:43].[N:32]12[CH2:33][CH2:34][CH2:35][N:36]=[C:37]1[CH2:38][CH2:39][CH2:40][CH2:41][CH2:42]2.[OH2:47]>>[C:1]([CH3:2])(=[O:3])[O:4][CH:5]([CH3:6])[c:7]1[c:8]([CH2:13][S:14](=[O:15])(=[O:16])[NH:17][C:29]([NH:28][c:22]2[n:21][c:20]([O:19][CH3:18])[n:25][c:24]([O:26][CH3:27])[n:23]2)=[O:30])[cH:9][cH:10][cH:11][cH:12]1. The reactants are CN(C)C(C)(C)CC(C)(C)C (N,N-dimethyl t-octylamine), CBr (methyl bromide). Procedure details: The procedure given in the previous example was followed. Starting with a solution of N,N-dimethyl t-octylamine (5 g, 31.8 mmol) in dichloromethane (5 mL) and methyl bromide (2.0 M solution in t-butyl methyl ether, 42.8 mL, 85.6 mmol), product was obtained as a white solid (7.2 g (90%)). 1H NMR (CDCl3): δ3.35 (s, 9H, —N+(CH3)3), 1.79 (s, 2H, —CH2—), 1.60 (bt, 6H, —C(CH3)2—), 1.11 (s, 9H, —C(CH3)3) ppm. Solvent: ClCCl (dichloromethane). Product: [Br-].C[N+](C)(C)C(C)(C)CC(C)(C)C (N,N,N-Trimethyl t-octyl ammonium bromide). Reaction SMILES: [CH3:1][N:2]([C:4]([CH2:7][C:8]([CH3:11])([CH3:10])[CH3:9])([CH3:6])[CH3:5])[CH3:3].[CH3:12][Br:13]>ClCCl>[Br-:13].[CH3:3][N+:2]([C:4]([CH2:7][C:8]([CH3:11])([CH3:10])[CH3:9])([CH3:5])[CH3:6])([CH3:12])[CH3:1] |f:3.4|. Starting materials: [Li]CCCC (BuLi), CN1C=NC=C1 (1-methyl-1H-imidazole), [Li]CCCC (BuLi), ClC1=CC=C(C(=O)C=2C=CC3=C(C(NCC(N3C)=O)C3=CC(=CC=C3)Cl)C2)C=C1 (7-(4-chlorobenzoyl)-5-(3-chlorophenyl)-1,3,4,5-tetrahydro-1-methyl-2H-1,4-benzodiazepin-2-one), Cl[Si](CC)(CC)CC (ClSiEt3). Run in CCCCCC (hexane), C1CCOC1 (THF), CCCCCC (hexane), C1CCOC1 (THF). Run at temperature -70 celsius, time 30 minute. Product: ClC=1C=C(C=CC1)C1NCC(N(C2=C1C=C(C=C2)C(C2=CN=CN2C)(O)C2=CC=C(C=C2)Cl)C)=O (5-(3-chlorophenyl)-7-[(4-chlorophenyl)hydroxy(1-methyl-1H-imidazol-5-yl)methyl]-1,3,4,5-tetrahydro-1-methyl-2H-1,4-benzodiazepin-2-one). Isolated yield 7.9%. As a reaction SMILES: [Li]CCCC.[CH3:6][N:7]1[CH:11]=[CH:10][N:9]=[CH:8]1.Cl[Si](CC)(CC)CC.[Cl:20][C:21]1[CH:48]=[CH:47][C:24]([C:25]([C:27]2[CH:28]=[CH:29][C:30]3[N:36]([CH3:37])[C:35](=[O:38])[CH2:34][NH:33][CH:32]([C:39]4[CH:44]=[CH:43][CH:42]=[C:41]([Cl:45])[CH:40]=4)[C:31]=3[CH:46]=2)=[O:26])=[CH:23][CH:22]=1>CCCCCC.C1COCC1>[Cl:45][C:41]1[CH:40]=[C:39]([CH:32]2[C:31]3[CH:46]=[C:27]([C:25]([C:24]4[CH:47]=[CH:48][C:21]([Cl:20])=[CH:22][CH:23]=4)([OH:26])[C:11]4[N:7]([CH3:6])[CH:8]=[N:9][CH:10]=4)[CH:28]=[CH:29][C:30]=3[N:36]([CH3:37])[C:35](=[O:38])[CH2:34][NH:33]2)[CH:44]=[CH:43][CH:42]=1. Reported procedure: BuLi 1.6M in hexane (27.4 ml) was added dropwise at −70° C. under N2 flow to a mixture of 1-methyl-1H-imidazole (0.0439 mol) in THF (140 ml). The mixture was stirred for 30 min. ClSiEt3 (0.0439 mol) was added. The mixture was brought slowly to room temperature and cooled again to −70° C. BuLi 1.6M in hexane (27.4 ml) was added dropwise. The mixture was stirred for 1 hour, brought quickly to −15° C. and cooled to −70° C. A solution of intermediate (8) (0.02 mol) in THF (90 ml) was added dropwise....